The task is: describe an organic reaction: reactants, conditions, products, and yield. This data is from the Open Reaction Database (ORD), a public repository of structured organic reaction records. Reactants: resultant mixture, O (water), ClC1=CC(=C(C=C1O)N1C(C2=C(C1=O)CCCC2)=O)F (N-(4-chloro-2-fluoro-5-hydroxyphenyl)-3,4,5,6-tetrahydrophthalimide), C([O-])([O-])=O.[K+].[K+] (potassium carbonate), C(C#C)Br (propargyl bromide). The solvent is CN(C=O)C (dimethylformamide). The product is ClC1=CC(=C(C=C1OCC#C)N1C(C2=C(C1=O)CCCC2)=O)F (N-[4-chloro-2-fluoro-5-(2-propynyloxy)phenyl]-3,4,5,6-tetrahydrophthalimide). Yield: 70.9%. As a reaction SMILES: [Cl:1][C:2]1[C:7]([OH:8])=[CH:6][C:5]([N:9]2[C:13](=[O:14])[C:12]3[CH2:15][CH2:16][CH2:17][CH2:18][C:11]=3[C:10]2=[O:19])=[C:4]([F:20])[CH:3]=1.C(=O)([O-])[O-].[K+].[K+].[CH2:27](Br)[C:28]#[CH:29].O>CN(C)C=O>[Cl:1][C:2]1[C:7]([O:8][CH2:29][C:28]#[CH:27])=[CH:6][C:5]([N:9]2[C:10](=[O:19])[C:11]3[CH2:18][CH2:17][CH2:16][CH2:15][C:12]=3[C:13]2=[O:14])=[C:4]([F:20])[CH:3]=1 |f:1.2.3|. Procedure details: To a solution of N-(4-chloro-2-fluoro-5-hydroxyphenyl)-3,4,5,6-tetrahydrophthalimide (1 g) in dimethylformamide (10 ml), there was added anhydrous potassium carbonate (0.34 g) while stirring at room temperature. After stirring for 30 minutes at about 40° C., propargyl bromide (1 g) was added thereto, and the resultant mixture was stirred for 3 hours at 50°-60° C. After being allowed to cool to room temperature, the mixture was poured into water and extracted with ether. The ether layer was washe...